From a dataset of the Open Reaction Database (ORD), a public repository of structured organic reaction records. describe an organic reaction: reactants, conditions, products, and yield Reactants: C(C)OC(=O)C=1NC2=CC=CC(=C2C1)O (4-Hydroxy-1H-indole-2-carboxylic acid ethyl ester), FC1=C(C(=CC(=C1)F)F)[N+](=O)[O-] (1,3,5-Trifluoro-2-nitro-benzene), C([O-])([O-])=O.[K+].[K+] (potassium carbonate). Solvent: CN(C=O)C (dimethylformamide). Product: C(C)OC(=O)C=1NC2=CC=CC(=C2C1)OC1=C(C(=CC(=C1)F)F)[N+](=O)[O-] (4-(3,5-Difluoro-2-nitro-phenoxy)-1H-indole-2-carboxylic acid ethyl ester). Reaction SMILES: [CH2:1]([O:3][C:4]([C:6]1[NH:7][C:8]2[C:13]([CH:14]=1)=[C:12]([OH:15])[CH:11]=[CH:10][CH:9]=2)=[O:5])[CH3:2].F[C:17]1[CH:22]=[C:21]([F:23])[CH:20]=[C:19]([F:24])[C:18]=1[N+:25]([O-:27])=[O:26].C(=O)([O-])[O-].[K+].[K+]>CN(C)C=O>[CH2:1]([O:3][C:4]([C:6]1[NH:7][C:8]2[C:13]([CH:14]=1)=[C:12]([O:15][C:17]1[CH:22]=[C:21]([F:23])[CH:20]=[C:19]([F:24])[C:18]=1[N+:25]([O-:27])=[O:26])[CH:11]=[CH:10][CH:9]=2)=[O:5])[CH3:2] |f:2.3.4|. Procedure: 4-Hydroxy-1H-indole-2-carboxylic acid ethyl ester (1 g, 4.87 mmol) and 1,3,5-Trifluoro-2-nitro-benzene (0.57 ml, 4.87 mmol) are dissolved in 10 ml of dimethylformamide. After addition of potassium carbonate (1.3 g, 9.74 mmol) the mixture is stirred over night at room temperature. Then the reaction mixture is evaporated under reduced pressure, dissolved with ethyl acetate and washed with water. The organic layers are dried over sodium sulfate and evaporated. Reactants: O.NN (hydrazine monohydrate), C(C1=CC=CC=C1)(=O)O[C@H]1[C@@H]([C@@H](O[C@@H]1COC(C1=CC=CC=C1)=O)N1C=NC(=C1N1C(C=2C(C1=O)=CC=CC2)=O)C(CCl)=O)F (1-(3,5-di-O-benzoyl-2-deoxy-2-fluoro-β-D-arabinofuranosyl)-4-chloroacetyl-5-phthalimidoimidazole), resultant mixture. Solvent: ClCCl (dichloromethane). Conditions: time 1 hour. The product is NC1=C(N=CN1[C@H]1[C@H]([C@H](OC(C2=CC=CC=C2)=O)[C@H](O1)COC(C1=CC=CC=C1)=O)F)C(CCl)=O (5-amino-1-(3,5-di-O-benzoyl-2-deoxy-2-fluoro-β-D-arabinofuranosyl)-4-chloroacetylimidazole). Yield: 95.0%. Reaction SMILES: [C:1]([O:9][C@@H:10]1[C@@H:14]([CH2:15][O:16][C:17](=[O:24])[C:18]2[CH:23]=[CH:22][CH:21]=[CH:20][CH:19]=2)[O:13][C@@H:12]([N:25]2[C:29]([N:30]3C(=O)C4=CC=CC=C4C3=O)=[C:28]([C:41](=[O:44])[CH2:42][Cl:43])[N:27]=[CH:26]2)[C@H:11]1[F:45])(=[O:8])[C:2]1[CH:7]=[CH:6][CH:5]=[CH:4][CH:3]=1.O.NN>ClCCl>[NH2:30][C:29]1[N:25]([C@@H:12]2[O:13][C@H:14]([CH2:15][O:16][C:17](=[O:24])[C:18]3[CH:19]=[CH:20][CH:21]=[CH:22][CH:23]=3)[C@@H:10]([O:9][C:1](=[O:8])[C:2]3[CH:7]=[CH:6][CH:5]=[CH:4][CH:3]=3)[C@@H:11]2[F:45])[CH:26]=[N:27][C:28]=1[C:41](=[O:44])[CH2:42][Cl:43] |f:1.2|. Procedure: Compound (15) obtained in step (6) above (220 mg) was dissolved in dichloromethane (9 ml), to which was then added hydrazine monohydrate (0.02 ml) under cooling at 0° C., and the resultant mixture was allowed to effect the reaction under stirring at the same temperature for 1 hour to produce the titled compound (16). The reaction solution obtained was filtered and the filtrate was concentrated to leave a solid. The solid was purified by silica gel column chromatography (developer solvent:toluene... Reactants: BrCC(=O)C1=CC=C(C=C1)SC (2-bromo-1-[4-methylthiophenyl]ethanone), C(=O)[O-].[K+] (potassium formate). The solvent is CO (methanol), CC(=O)C (acetone). Product: OCC(=O)C1=CC=C(C=C1)SC (2-hydroxy-1-[4-methylthiophenyl]ethanone). Reaction SMILES: Br[CH2:2][C:3]([C:5]1[CH:10]=[CH:9][C:8]([S:11][CH3:12])=[CH:7][CH:6]=1)=[O:4].C([O-])=[O:14].[K+]>CO.CC(C)=O>[OH:14][CH2:2][C:3]([C:5]1[CH:10]=[CH:9][C:8]([S:11][CH3:12])=[CH:7][CH:6]=1)=[O:4] |f:1.2|. Procedure details: 119 g of 2-bromo-1-[4-methylthiophenyl]ethanone (prepared according to J. Amer. Chem. Soc., 1952, p. 5475) are dissolved in a mixture of 200 ml of methanol and 300 ml of acetone. 53 g of potassium formate are added and the mixture is heated under reflux for 4 hours. The organic solvents are evaporated, the residual oil is taken up with ethyl acetate and washed with a saturated solution of sodium chloride. The ethyl acetate is evaporated and the residual oil crystallises in isopropyl ether. The reactants are OC1=C(C(=O)OCC2=CC=CC=C2)C=CC(=C1)OCC(C1=CC=2C(CCC(C2C=C1)(C)C)(C)C)O (benzyl 2-hydroxy-4-[2-hydroxy-2-(5,6,7,8-tetrahydro-5,5,8,8-tetramethyl-2-naphthyl)ethoxy]benzoate), C1CCOC1 (THF), N1=CC=CC=C1 (pyridine), C(C)(=O)Cl (acetyl chloride). Solvent: O (water). Reaction conditions: time 8 hour. The product is OC1=C(C(=O)OCC2=CC=CC=C2)C=CC(=C1)OCC(OC(C)=O)C1=CC=2C(CCC(C2C=C1)(C)C)(C)C (Benzyl 2-hydroxy-4-[2-acetoxy-(5,6,7,8-tetrahydro-5,5,8,8-tetramethyl-2-naphthyl)ethoxy]benzoate). RXN SMILES: [OH:1][C:2]1[CH:17]=[C:16]([O:18][CH2:19][CH:20]([OH:35])[C:21]2[CH:30]=[CH:29][C:28]3[C:27]([CH3:32])([CH3:31])[CH2:26][CH2:25][C:24]([CH3:34])([CH3:33])[C:23]=3[CH:22]=2)[CH:15]=[CH:14][C:3]=1[C:4]([O:6][CH2:7][C:8]1[CH:13]=[CH:12][CH:11]=[CH:10][CH:9]=1)=[O:5].C1C[O:39][CH2:38][CH2:37]1.N1C=CC=CC=1.C(Cl)(=O)C>O>[OH:1][C:2]1[CH:17]=[C:16]([O:18][CH2:19][CH:20]([C:21]2[CH:30]=[CH:29][C:28]3[C:27]([CH3:31])([CH3:32])[CH2:26][CH2:25][C:24]([CH3:34])([CH3:33])[C:23]=3[CH:22]=2)[O:35][C:38](=[O:39])[CH3:37])[CH:15]=[CH:14][C:3]=1[C:4]([O:6][CH2:7][C:8]1[CH:13]=[CH:12][CH:11]=[CH:10][CH:9]=1)=[O:5]. Reported procedure: 2.2 g (4.6 mmol) of benzyl 2-hydroxy-4-[2-hydroxy-2-(5,6,7,8-tetrahydro-5,5,8,8-tetramethyl-2-naphthyl)ethoxy]benzoate, 50 ml of THF and 380 μl (4.6 mmol) of pyridine are introduced into a flask. 330 μl (4.6 mmol) of acetyl chloride are added dropwise and the reaction mixture is stirred at room temperature for 8 hours. It is poured into water and extracted with ethyl ether, and the organic phase is separated, dried over magnesium sulphate and evaporated. The residue obtained is purified by chrom... Reactants: C([O-])([O-])=O.[K+].[K+] (potassium carbonate), ClCC1=NC2=CC=CC=C2C=C1 (2-chloromethyl quinoline), C(C)(=O)O.CC1=C(C=CC(=C1)O)NC1=C(C=CC=C1Cl)Cl (Methyl-2-[(2,6-dichlorophenyl)amino]-5-hydroxy benzene acetate). Reagents/catalysts: C1COCCOCCOCCOCCOCCO1 (18-crown-6). Run in C(C)#N (acetonitrile). The product is COC(CC1=C(C=CC(=C1)OCC1=NC2=CC=CC=C2C=C1)NC1=C(C=CC=C1Cl)Cl)=O (2-[(2,6-Dichlorophenyl)amino]-5-(2-quinolinylmethoxy)benzene acetic acid methyl ester). Reaction SMILES: [C:1]([OH:4])(=[O:3])[CH3:2].C[C:6]1[CH:11]=[C:10]([OH:12])[CH:9]=[CH:8][C:7]=1[NH:13][C:14]1[C:19]([Cl:20])=[CH:18][CH:17]=[CH:16][C:15]=1[Cl:21].[C:22](=O)([O-])[O-].[K+].[K+].Cl[CH2:29][C:30]1[CH:39]=[CH:38][C:37]2[C:32](=[CH:33][CH:34]=[CH:35][CH:36]=2)[N:31]=1>C(#N)C.C1OCCOCCOCCOCCOCCOC1>[CH3:22][O:3][C:1](=[O:4])[CH2:2][C:8]1[CH:9]=[C:10]([O:12][CH2:29][C:30]2[CH:39]=[CH:38][C:37]3[C:32](=[CH:33][CH:34]=[CH:35][CH:36]=3)[N:31]=2)[CH:11]=[CH:6][C:7]=1[NH:13][C:14]1[C:15]([Cl:21])=[CH:16][CH:17]=[CH:18][C:19]=1[Cl:20] |f:0.1,2.3.4|. Procedure details: Under an atmosphere of nitrogen, a mixture of the crude phenol of Step F, above (5.0 g, 15.4 mmol), potassium carbonate (1.3 g, 9.8 mmol), 18-crown-6 (130 mg), and 2-chloromethyl quinoline (4.1 g, 23 mmol) in 50 mL of acetonitrile is stirred at 60° C. for 24 hours (TLC, silica, dichloromethaneMeOH 19:1). The solvent is evaporated and the residue partitioned between ethyl acetate and water (75 mL each). The insolubles are filtered, the layers separated and the organic phase washed with 1N NaOH an... The reactants are [OH-].[Li+] (lithium hydroxide), C(C1=CC=CC=C1)(=O)OC(C(CCNC(C1=CC=C(C=C1)F)=O)C(=O)OC(C)(C)C)CCC1=CC=C(C=C1)C1=CC=CC=C1 (1-(2-biphenyl-4-ylethyl)-2-(tert-butoxycarbonyl)-4-[(4-fluorobenzoyl)amino]butyl benzoate), Cl (hydrochloric acid). Solvent: O1CCCC1.CO.O (tetrahydrofuran methanol water), O (water). Yields the product C1(=CC=C(C=C1)CCC(C(C(=O)OC(C)(C)C)CCNC(C1=CC=C(C=C1)F)=O)O)C1=CC=CC=C1 (tert-butyl 5-biphenyl-4-yl-2-{2-[(4-fluorobenzoyl)amino]ethyl}-3-hydroxypentanoate). Isolated yield 101.0%. Reaction SMILES: [OH-].[Li+].C([O:11][CH:12]([CH2:33][CH2:34][C:35]1[CH:40]=[CH:39][C:38]([C:41]2[CH:46]=[CH:45][CH:44]=[CH:43][CH:42]=2)=[CH:37][CH:36]=1)[CH:13]([C:26]([O:28][C:29]([CH3:32])([CH3:31])[CH3:30])=[O:27])[CH2:14][CH2:15][NH:16][C:17](=[O:25])[C:18]1[CH:23]=[CH:22][C:21]([F:24])=[CH:20][CH:19]=1)(=O)C1C=CC=CC=1.Cl>O1CCCC1.CO.O.O>[C:38]1([C:41]2[CH:42]=[CH:43][CH:44]=[CH:45][CH:46]=2)[CH:39]=[CH:40][C:35]([CH2:34][CH2:33][CH:12]([OH:11])[CH:13]([CH2:14][CH2:15][NH:16][C:17](=[O:25])[C:18]2[CH:19]=[CH:20][C:21]([F:24])=[CH:22][CH:23]=2)[C:26]([O:28][C:29]([CH3:32])([CH3:30])[CH3:31])=[O:27])=[CH:36][CH:37]=1 |f:0.1,4.5.6|. Reported procedure: Aqueous solution of lithium hydroxide (22 mg) was added to a solution of the compound (120 mg) obtained from Step 1 above, in tetrahydrofuran:methanol:water (3:1:1, 5 ml) and the reaction mixture was stirred overnight. The reaction mixture was concentrated and the residue thus obtained was taken in distilled water, acidified with dilute hydrochloric acid solution and extracted with ethyl acetate. The organic layer was washed with distilled water and brine solution and dried over anhydrous sodium...